This data is from the Open Reaction Database (ORD), a public repository of structured organic reaction records. The task is: describe an organic reaction: reactants, conditions, products, and yield Reactants: C1(=CC=C(OC)C=C1)C(=O)C(O)C1=CC=C(OC)C=C1 (p-anisoin), CNC(=S)N (N-methylthiourea). The product is COC1=CC=C(C=C1)C=1N=C(N(C1C1=CC=C(C=C1)OC)C)S (4,5-bis(4-methoxyphenyl)-1-methyl-1H-imidazole-2-thiol). Reaction SMILES: [C:1]1([C:9]([CH:11]([C:13]2[CH:20]=[CH:19][C:16]([O:17][CH3:18])=[CH:15][CH:14]=2)O)=O)[CH:8]=[CH:7][C:4]([O:5][CH3:6])=[CH:3][CH:2]=1.[CH3:21][NH:22][C:23]([NH2:25])=[S:24]>>[CH3:6][O:5][C:4]1[CH:7]=[CH:8][C:1]([C:9]2[N:25]=[C:23]([SH:24])[N:22]([CH3:21])[C:11]=2[C:13]2[CH:20]=[CH:19][C:16]([O:17][CH3:18])=[CH:15][CH:14]=2)=[CH:2][CH:3]=1. Procedure: 13.6 g (50 mmol) of p-anisoin and 6.8 g (75 mmol) of N-methylthiourea were reacted as in example 10. The yield was 7.4 g. Reactants: COC1=CC=C(C(=O)NC=2C(=CC=CC2)NC(=O)C2CCNCC2)C=C1 (N1-(4-methoxybenzoyl)-N2-(piperidin-4-ylcarbonyl)-1,2-benzenediamine), S1C(=NC=C1)C=O (2-thiazolecarboxaldehyde). Yields the product COC1=CC=C(C(=O)NC=2C(=CC=CC2)NC(=O)C2CCN(CC2)CC=2SC=CN2)C=C1 (N1-(4-Methoxybenzoyl)-N2-[1-(2-thiazolylmethyl)piperidin-4-ylcarbonyl]-1,2-benzenediamine). Reaction SMILES: [CH3:1][O:2][C:3]1[CH:26]=[CH:25][C:6]([C:7]([NH:9][C:10]2[C:11]([NH:16][C:17]([CH:19]3[CH2:24][CH2:23][NH:22][CH2:21][CH2:20]3)=[O:18])=[CH:12][CH:13]=[CH:14][CH:15]=2)=[O:8])=[CH:5][CH:4]=1.[S:27]1[CH:31]=[CH:30][N:29]=[C:28]1[CH:32]=O>>[CH3:1][O:2][C:3]1[CH:4]=[CH:5][C:6]([C:7]([NH:9][C:10]2[C:11]([NH:16][C:17]([CH:19]3[CH2:20][CH2:21][N:22]([CH2:32][C:28]4[S:27][CH:31]=[CH:30][N:29]=4)[CH2:23][CH2:24]3)=[O:18])=[CH:12][CH:13]=[CH:14][CH:15]=2)=[O:8])=[CH:25][CH:26]=1. Procedure: Using the general procedure described in Example 3, N1-(4-methoxybenzoyl)-N2-(piperidin-4-ylcarbonyl)-1,2-benzenediamine (0.070 mmol) was reacted with 2-thiazolecarboxaldehyde to provide 28 mg of the title product as the free base. Treatment with hydrochloric acid and concentration in vacuo yielded the salt of the title compound. The reactants are diol, I(=O)(=O)(=O)[O-].[Na+] (sodium metaperiodate), [OH-].[Ba+2].[OH-] (Barium hydroxide), solution, aldehyde, C(=O)=O (dry ice). Conditions: time 30 minute. The product is I(=O)(=O)[O-].[Ba+2].I(=O)(=O)[O-] (barium iodate), I(=O)(=O)(=O)[O-].[Ba+2].I(=O)(=O)(=O)[O-] (barium periodate), C([O-])([O-])=O.[Ba+2] (barium carbonate). Reaction SMILES: [OH-:1].[Ba+2:2].[OH-].[C:4](=[O:6])=[O:5].[I:7]([O-:11])(=[O:10])(=[O:9])=[O:8].[Na+]>>[I:7]([O-:10])(=[O:9])=[O:8].[Ba+2:2].[I:7]([O-:10])(=[O:9])=[O:8].[I:7]([O-:11])(=[O:10])(=[O:9])=[O:8].[Ba+2:2].[I:7]([O-:11])(=[O:10])(=[O:9])=[O:8].[C:4](=[O:1])([O-:6])[O-:5].[Ba+2:2] |f:0.1.2,4.5,6.7.8,9.10.11,12.13|. Procedure: The diol 16-mer (1 nmol.) is dissolved in sodium metaperiodate solution (20 ul, 20 mM, pH 4.5) and allowed to stand at room temperature for 30 min. Barium hydroxide (3.3 ul of a 150 mM solution) is added and the solution cooled on ice for 5 min. A small crystal of dry ice is then added and the solution is vortexed and centrifuged. The supernatant (22 ul) containing aldehyde 16-mer is removed, leaving behind the precipitate of barium iodate, barium periodate, and barium carbonate. Starting materials: [N+](CCCC)(CCCC)(CCCC)CCCC.[OH-], c1(c(cncc1Br)Br)C. The reagents and catalysts are c1ccc(cc1)-c2c3ccccc3cc4ccccc24 (9-Phenylanthracene), [Pd].P(c1ccccc1)(c1ccccc1)c1ccccc1.P(c1ccccc1)(c1ccccc1)c1ccccc1.P(c1ccccc1)(c1ccccc1)c1ccccc1.P(c1ccccc1)(c1ccccc1)c1ccccc1 (Pd(P(Ph)3)4)). The solvent is C1COCCO1 (Dioxane). Reaction conditions: temperature 120 celsius, time 18 hour. The product is Cc1c(Br)cncc1C#N. As a reaction SMILES: [CH3:1][c:2]1[c:8](Br)[cH:7][n:6][cH:5][c:3]1[Br:4].[OH-].CCC[CH2:9][N+:10](CCCC)(CCCC)CCCC>>[CH3:1][c:2]1[c:8]([C:9]#[N:10])[cH:7][n:6][cH:5][c:3]1[Br:4]. Reactants: C(C)OC1=C(C2=CC=CC=C2C=C1)C(=O)NC(C(=O)C1=CC=C(C=C1)F)CC1=CC=C(C=C1)C(F)(F)F (2-(ethyloxy)-N-(2-(4-fluorophenyl)-2-oxo-1-((4-(trifluoromethyl)phenyl)methyl)ethyl)-1-naphthalenecarboxamide), Cl (hydrochloric acid), [BH4-].[Na+] (sodium borohydride). The reagents and catalysts are [Cl-].[Mn+2].[Cl-] (manganese (II) chloride). Solvent: CO (methanol). Reaction conditions: time 30 minute. Product: C(C)OC1=C(C2=CC=CC=C2C=C1)C(=O)NC(C(O)C1=CC=C(C=C1)F)CC1=CC=C(C=C1)C(F)(F)F (2-(ethyloxy)-N-((1RS,2RS)-2-(4-fluorophenyl)-2-hydroxy-1-((4-(trifluoromethyl)phenyl)methyl)ethyl)-1-naphthalenecarboxamide). Isolated yield 56.2%. As a reaction SMILES: [CH2:1]([O:3][C:4]1[CH:13]=[CH:12][C:11]2[C:6](=[CH:7][CH:8]=[CH:9][CH:10]=2)[C:5]=1[C:14]([NH:16][CH:17]([CH2:27][C:28]1[CH:33]=[CH:32][C:31]([C:34]([F:37])([F:36])[F:35])=[CH:30][CH:29]=1)[C:18]([C:20]1[CH:25]=[CH:24][C:23]([F:26])=[CH:22][CH:21]=1)=[O:19])=[O:15])[CH3:2].[BH4-].[Na+].Cl>CO.[Cl-].[Mn+2].[Cl-]>[CH2:1]([O:3][C:4]1[CH:13]=[CH:12][C:11]2[C:6](=[CH:7][CH:8]=[CH:9][CH:10]=2)[C:5]=1[C:14]([NH:16][CH:17]([CH2:27][C:28]1[CH:29]=[CH:30][C:31]([C:34]([F:37])([F:35])[F:36])=[CH:32][CH:33]=1)[CH:18]([C:20]1[CH:25]=[CH:24][C:23]([F:26])=[CH:22][CH:21]=1)[OH:19])=[O:15])[CH3:2] |f:1.2,5.6.7|. Reported procedure: To a solution of 2-(ethyloxy)-N-(2-(4-fluorophenyl)-2-oxo-1-((4-(trifluoromethyl)phenyl)methyl)ethyl)-1-naphthalenecarboxamide (400 mg, 0.79 mmol) in methanol (30 ml) was added manganese (II) chloride (198 mg, 1.57 mmol), and the mixture was stirred at room temperature for 30 min. To the reaction solution was added sodium borohydride (30 mg, 0.79 mmol) under ice-cooling, and the mixture was stirred for 1 hr. The reaction solution was poured into 1N hydrochloric acid (30 ml), and extracted with e... Starting materials: NCC1=CC=CC(=N1)C1=CC=C(C=C1)C(=O)OCC (6-aminomethyl-2-(p-ethoxycarbonylphenyl)pyridine), C(=O)O (formic acid), [OH-].[NH4+] (ammonium hydroxide). Yields the product C(C)OC(=O)C1=CC=C(C=C1)C1=NC(=CC=C1)CNC=O (2-(p-ethoxycarbonylphenyl)-6-formylaminomethylpyridine). RXN SMILES: [NH2:1][CH2:2][C:3]1[N:8]=[C:7]([C:9]2[CH:14]=[CH:13][C:12]([C:15]([O:17][CH2:18][CH3:19])=[O:16])=[CH:11][CH:10]=2)[CH:6]=[CH:5][CH:4]=1.[OH-].[NH4+].[CH:22](O)=[O:23]>>[CH2:18]([O:17][C:15]([C:12]1[CH:13]=[CH:14][C:9]([C:7]2[CH:6]=[CH:5][CH:4]=[C:3]([CH2:2][NH:1][CH:22]=[O:23])[N:8]=2)=[CH:10][CH:11]=1)=[O:16])[CH3:19] |f:1.2|. Procedure: A solution of 6-aminomethyl-2-(p-ethoxycarbonylphenyl)pyridine (10.76 g) in 10 ml of formic acid is heated at 90° for 15 hours. The reaction is cooled to 0°, basified with excess saturated ammonium hydroxide solution and extracted with chloroform (4×30 ml). The organic extracts are dried and evaporated to yield 2-(p-ethoxycarbonylphenyl)-6-formylaminomethylpyridine which is recrystallized from toluene, m.p. 119.5°-120.5°. Reactants: CCO[Si](OCC)(OCC)c1ccc(C)cc1 (effective_coupling_partner), COc2ccc1cc(OC(=O)N(C)C)ccc1c2 (substrate). The reagents and catalysts are dcype. Run at temperature 120 celsius, time 12 hour. Yields the product COc3ccc2cc(c1ccc(C)cc1)ccc2c3.